From a dataset of the Open Reaction Database (ORD), a public repository of structured organic reaction records. describe an organic reaction: reactants, conditions, products, and yield Reactants: Br.N1CCC[C@@H]2CC3=C(C[C@H]12)C=CC(=C3)O (cis-1,2,3,4,4a,5,10,10a-octahydrobenzo[g]quinolin-7-ol hydrobromide), O.O.O.C(C)(=O)[O-].[Na+] (sodium acetate trihydrate), C(C)(=O)OC(C)=O (acetic anhydride). RXN SMILES: Br.[NH:2]1[C@@H:11]2[C@@H:6]([CH2:7][C:8]3[CH:15]=[C:14]([OH:16])[CH:13]=[CH:12][C:9]=3[CH2:10]2)[CH2:5][CH2:4][CH2:3]1.O.O.O.[C:20]([O-:23])(=O)[CH3:21].[Na+].[C:25](OC(=O)C)(=[O:27])[CH3:26]>>[C:25]([N:2]1[C@@H:11]2[C@@H:6]([CH2:7][C:8]3[CH:15]=[C:14]([O:16][C:20](=[O:23])[CH3:21])[CH:13]=[CH:12][C:9]=3[CH2:10]2)[CH2:5][CH2:4][CH2:3]1)(=[O:27])[CH3:26] |f:0.1,2.3.4.5.6|. Procedure: A mixture of 1.4 g. of cis-1,2,3,4,4a,5,10,10a-octahydrobenzo[g]quinolin-7-ol hydrobromide, 2.1 g. of sodium acetate trihydrate, and 14 ml. of acetic anhydride was stirred and heated on a steam bath for 1 hour. The solvent was evaporated from the mixture and the resulting residue was partitioned between water and diethyl ether. The ether layer was washed with saturated aqueous sodium bicarbonate solution, dried, and filtered, and the filtrate was evaporated. The residue thus obtained was crystal... The product is C(C)(=O)N1CCC[C@@H]2CC3=C(C[C@H]12)C=CC(=C3)OC(C)=O (cis-1,2,3,4,4a,5,10,10a-octahydro-1-acetyl-7-acetoxybenzo[g]quinoline). Starting materials: C=CC=CC=C (1,3,5-hexatriene), [Al](CC)(Cl)Cl (AlEtCl2), CC1CCCCC1 (methycyclohexane), CC(C)=C (isobutylene). Solvent: C(Cl)Cl (methylene chloride). Yields the product CC(C)=C.C=CC=CC=C (isobutylene 1,3,5-hexatriene), copolymer. Reaction SMILES: [CH3:1][CH:2]1[CH2:7]CCC[CH2:3]1.CC(=C)C.[CH2:12]=[CH:13][CH:14]=[CH:15][CH:16]=[CH2:17].[Al](Cl)(Cl)CC>C(Cl)Cl>[CH3:3][C:2](=[CH2:1])[CH3:7].[CH2:12]=[CH:13][CH:14]=[CH:15][CH:16]=[CH2:17] |f:5.6|. Procedure: Operating with a reactor modified with respect to that used for the synthesis of POL 1, 2, 3 and 4, an isobutylene-1,3,5-hexatriene copolymer of low molecular weight was synthesised. 60 cm3 of methycyclohexane, 20 cm3 of methylene chloride, 28.4 g of isobutylene and 0.9 g of 1,3,5-hexatriene were fed, and the reaction was carried out at -10° C. 0.8 moles of AlEtCl2 were then introduced, and the mixture polymerised for fifteen minutes. 8.8 g of copolymer were isolated having a molecular weight of... The reactants are C1=CC=C(C(=C1)C2=CC(=CC=C2)O)O (diphenol), C([O-])([O-])=O.[K+].[K+] (potassium carbonate), OC1=CC=C(C=C1)C(C(F)(F)F)(C1=CC=CC=C1)C1=CC=C(C=C1)O (1,1-bis-(4-hydroxyphenyl)-1-phenyl-2,2,2-trifluoroethane), C1=CC=C(C(=C1)C2=CC(=CC=C2)O)O (diphenol), CC(=O)C1=CC=C(C=C1)F (4- fluoroacetophenone). The solvent is N2N'-dimethylacetamide. Product: C(C)(=O)C1=CC=C(OC2=CC=C(C=C2)C(C(F)(F)F)(C2=CC=CC=C2)C2=CC=C(C=C2)OC2=CC=C(C=C2)C(C)=O)C=C1 (1,1-bis[4-(4-acetylphenoxy)phenyl]-1-phenyl-2,2,2-trifluoroethane). RXN SMILES: C(=O)([O-])[O-:2].[K+].[K+].[OH:7][C:8]1[CH:13]=[CH:12][C:11]([C:14]([C:25]2[CH:30]=[CH:29][C:28]([OH:31])=[CH:27][CH:26]=2)([C:19]2[CH:24]=[CH:23][CH:22]=[CH:21][CH:20]=2)[C:15]([F:18])([F:17])[F:16])=[CH:10][CH:9]=1.C1[CH:37]=[C:36]([C:38]2[CH:43]=[CH:42][CH:41]=[C:40](O)[CH:39]=2)C(O)=CC=1.[CH3:46][C:47]([C:49]1[CH:54]=[CH:53][C:52](F)=[CH:51][CH:50]=1)=[O:48]>>[C:47]([C:49]1[CH:54]=[CH:53][C:52]([O:31][C:28]2[CH:27]=[CH:26][C:25]([C:14]([C:11]3[CH:12]=[CH:13][C:8]([O:7][C:41]4[CH:40]=[CH:39][C:38]([C:36](=[O:2])[CH3:37])=[CH:43][CH:42]=4)=[CH:9][CH:10]=3)([C:19]3[CH:24]=[CH:23][CH:22]=[CH:21][CH:20]=3)[C:15]([F:16])([F:17])[F:18])=[CH:30][CH:29]=2)=[CH:51][CH:50]=1)(=[O:48])[CH3:46] |f:0.1.2|. Procedure details: A suspension of 15.2 grams (0.11 moles) anhydrous potassium carbonate in 370 milliliters of N2N'-dimethylacetamide is prepared in a 1 liter, 2-necked round bottom flask equipped with a reflux condensor and a nitrogen gas inlet. To the suspension is added 16.61 grams (0.05 moles) of 1,1-bis-(4-hydroxyphenyl)-1-phenyl-2,2,2-trifluoroethane) using a powder additional funnel against a counter current of nitrogen gas, as heat is gradually applied via a heating mantle. Next 18.26 milliliters (0.15 mol...